From a dataset of the Open Reaction Database (ORD), a public repository of structured organic reaction records. describe an organic reaction: reactants, conditions, products, and yield Reactants: O=C1NC(=O)c2ccccc21, CN(C)C=O, ClCCCCCc1ccccc1, [K]. Product: O=C1c2ccccc2C(=O)N1CCCCCc1ccccc1. Reaction SMILES: [C:13]1(=[O:23])[c:14]2[c:15]([cH:19][cH:20][cH:21][cH:22]2)[C:16](=[O:18])[NH:17]1.[CH3:25][N:26]([CH3:27])[CH:28]=[O:29].[Cl:1][CH2:2][CH2:3][CH2:4][CH2:5][CH2:6][c:7]1[cH:8][cH:9][cH:10][cH:11][cH:12]1.[K:24]>>[CH2:2]([CH2:3][CH2:4][CH2:5][CH2:6][c:7]1[cH:8][cH:9][cH:10][cH:11][cH:12]1)[N:17]1[C:13](=[O:23])[c:14]2[c:15]([cH:19][cH:20][cH:21][cH:22]2)[C:16]1=[O:18]. Reactants: ClCCl, NCCCCN, O=S(=O)(Cl)Cl, c1ccc(-c2ccccc2)cc1, c1ccncc1. The product is NCCCCNS(=O)(=O)c1ccc(-c2ccccc2)cc1. Reaction SMILES: [Cl:30][CH2:31][Cl:32].[NH2:1][CH2:2][CH2:3][CH2:4][CH2:5][NH2:6].[S:7](=[O:8])(=[O:9])([Cl:10])[Cl:11].[c:12]1(-[c:18]2[cH:19][cH:20][cH:21][cH:22][cH:23]2)[cH:13][cH:14][cH:15][cH:16][cH:17]1.[cH:24]1[cH:25][cH:26][n:27][cH:28][cH:29]1>>[NH2:1][CH2:2][CH2:3][CH2:4][CH2:5][NH:6][S:7](=[O:8])(=[O:9])[c:21]1[cH:20][cH:19][c:18](-[c:12]2[cH:13][cH:14][cH:15][cH:16][cH:17]2)[cH:23][cH:22]1. Reactants: O=S(=O)(c1ccc(Cl)cc1)C12CCCN(CCCOCc3ccccc3)C1COc1c(F)ccc(F)c12, CCOC(C)=O, [OH-], [OH-], [Pd+2]. The product is O=S(=O)(c1ccc(Cl)cc1)C12CCCN(CCCO)C1COc1c(F)ccc(F)c12. As a reaction SMILES: [CH2:1]([c:2]1[cH:3][cH:4][cH:5][cH:6][cH:7]1)[O:8][CH2:9][CH2:10][CH2:11][N:12]1[CH2:13][CH2:14][CH2:15][C:16]2([S:28](=[O:29])(=[O:30])[c:31]3[cH:32][cH:33][c:34]([Cl:37])[cH:35][cH:36]3)[c:17]3[c:18]([F:27])[cH:19][cH:20][c:21]([F:26])[c:22]3[O:23][CH2:24][CH:25]12.[CH3:38][CH2:39][O:40][C:41](=[O:42])[CH3:43].[OH-:44].[OH-:46].[Pd+2:45]>>[OH:8][CH2:9][CH2:10][CH2:11][N:12]1[CH2:13][CH2:14][CH2:15][C:16]2([S:28](=[O:29])(=[O:30])[c:31]3[cH:32][cH:33][c:34]([Cl:37])[cH:35][cH:36]3)[c:17]3[c:18]([F:27])[cH:19][cH:20][c:21]([F:26])[c:22]3[O:23][CH2:24][CH:25]12. Reactants: [OH-].[Na+] (NaOH), S(=O)(=O)(O)O.CSC(N)=N (S-methylisothiourea sulphate), NC=1C(=NC(=C(N1)NCC1CC1)Cl)C(=O)OC(=CC(NC(C)(C)C)=O)C (1-(tert-Butylcarbamoyl)prop-1-en-2-yl 3-amino-6-chloro-5-[(cyclopropylmethyl)amino]pyrazine-2-carboxylate). The solvent is C1CCOC1 (THF). Yields the product NC=1C(=NC(=C(N1)NCC1CC1)Cl)C(=O)NC(=N)SC (3-Amino-5-cyclopropylmethylamino-6-chloro-N-[(methylsulfanyl)methanimidoyl]pyrazine-2-carboxamide). Reaction SMILES: [OH-].[Na+].S(O)(O)(=O)=O.[CH3:8][S:9][C:10](=[NH:12])[NH2:11].[NH2:13][C:14]1[C:15]([C:26](OC(C)=CC(=O)NC(C)(C)C)=[O:27])=[N:16][C:17]([Cl:25])=[C:18]([NH:20][CH2:21][CH:22]2[CH2:24][CH2:23]2)[N:19]=1>C1COCC1>[NH2:13][C:14]1[C:15]([C:26]([NH:12][C:10]([S:9][CH3:8])=[NH:11])=[O:27])=[N:16][C:17]([Cl:25])=[C:18]([NH:20][CH2:21][CH:22]2[CH2:23][CH2:24]2)[N:19]=1 |f:0.1,2.3|. Reported procedure: To NaOH (2 mol/l in water; 9.07 ml; 18.1 mmol) is added S-methylisothiourea sulphate (5.05 g; 18.1 mmol). The mixture is stirred until complete solution is achieved. The resulting solution is added to 1-(tert-butylcarbamoyl)prop-1-en-2-yl 3-amino-6-chloro-5-[(cyclopropylmethyl)amino]pyrazine-2-carboxylate (example 5) (2.31 g; 6.05 mmol) in THF (50 ml). The mixture is stirred at r.t. for 3 d, then volatiles are evaporated. The residue is purified by RP-HPLC (modifier: trifluoro acetic acid (TFA) ... Yield: 31.0%. Run in ClCCl (dichloromethane). Reactants: solution, 4-M, Cl (hydrochloric acid), O1CCOCC1 (dioxane), NC=1C=C(C=CC1OC)/C=C(/C#N)\C1=CC(=C(C(=C1)OC)OC)OC.C(=O)(OC(C)(C)C)N[C@@H]([C@H](O)C)C(=O)N ((E)-3-(3-Amino-4-methoxyphenyl)-2-(3,4,5-trimethoxyphenyl)-prop-2-enenitrile Boc-L-threonineamide), C(C)OCC (diethyl ether). Yields the product NC=1C=C(C=CC1OC)/C=C(/C#N)\C1=CC(=C(C(=C1)OC)OC)OC.Cl.N[C@@H]([C@H](O)C)C(=O)N ((E)-3-(3-Amino-4-methoxyphenyl)-2-(3,4,5-trimethoxyphenyl)-prop-2-enenitrile L-threonineamide Hydrochloride). As a reaction SMILES: [NH2:1][C:2]1[CH:3]=[C:4](/[CH:10]=[C:11](\[C:14]2[CH:19]=[C:18]([O:20][CH3:21])[C:17]([O:22][CH3:23])=[C:16]([O:24][CH3:25])[CH:15]=2)/[C:12]#[N:13])[CH:5]=[CH:6][C:7]=1[O:8][CH3:9].C([NH:33][C@H:34]([C:38]([NH2:40])=[O:39])[C@@H:35]([CH3:37])[OH:36])(OC(C)(C)C)=O.[ClH:41].O1CCOCC1.C(OCC)C>ClCCl>[NH2:1][C:2]1[CH:3]=[C:4](/[CH:10]=[C:11](\[C:14]2[CH:15]=[C:16]([O:24][CH3:25])[C:17]([O:22][CH3:23])=[C:18]([O:20][CH3:21])[CH:19]=2)/[C:12]#[N:13])[CH:5]=[CH:6][C:7]=1[O:8][CH3:9].[ClH:41].[NH2:33][C@H:34]([C:38]([NH2:40])=[O:39])[C@@H:35]([CH3:37])[OH:36] |f:0.1,6.7.8|. Procedure details: (E)-3-(3-Amino-4-methoxyphenyl)-2-(3,4,5-trimethoxyphenyl)-prop-2-enenitrile-Boc-L-threonineamide (810 mg, 1.95 mmols) were dissolved in 10 ml of dichloromethane, and 5 ml of a solution of 4-M hydrochloric acid and dioxane were added thereto. The mixture was reacted at 60° C. for 3 hours. One-hundred milliliters of diethyl ether were added thereto, and the mixture was filtered. The resulting powder was purified twice through medium-pressure liquid chromatography (ODS, mixture of water and aceton... Starting materials: ClC1=C(C(=O)OC)C=CC(=C1CC#N)S(=O)(=O)C (methyl 2-chloro-3-cyanomethyl-4-methanesulfonylbenzoate), aqueous solution, [OH-].[Na+] (sodium hydroxide), Cl (hydrochloric acid). The solvent is CO (methanol), CO (methanol). Reaction conditions: time 15 minute. The product is ClC1=C(C(=O)O)C=CC(=C1CC#N)S(=O)(=O)C (2-chloro-3-cyanomethyl-4-methanesulfonylbenzoic acid). The yield is 23.7%. RXN SMILES: [Cl:1][C:2]1[C:11]([CH2:12][C:13]#[N:14])=[C:10]([S:15]([CH3:18])(=[O:17])=[O:16])[CH:9]=[CH:8][C:3]=1[C:4]([O:6]C)=[O:5].[OH-].[Na+].Cl>CO>[Cl:1][C:2]1[C:11]([CH2:12][C:13]#[N:14])=[C:10]([S:15]([CH3:18])(=[O:17])=[O:16])[CH:9]=[CH:8][C:3]=1[C:4]([OH:6])=[O:5] |f:1.2|. Reported procedure: To 4.0 g of methyl 2-chloro-3-cyanomethyl-4-methanesulfonylbenzoate and 50 ml of methanol, 5 ml of an aqueous solution containing 0.72 g of sodium hydroxide (93%) was gradually added. The mixture was stirred for 15 minutes at room temperature. Then, the reaction mixture was neutralized with diluted hydrochloric acid, methanol was distilled off under reduced pressure and the concentrated solution was extracted with chloroform. After washing the extract with water and drying it, chloroform was dis... The solvent is C(C)(=O)OCC (ethyl acetate), ClCCl (dichloromethane), CN(C=O)C (dimethylformamide). Starting materials: N1CCC(CC1)CN1CCC(CC1)O (1-piperidin-4-ylmethyl-piperidine-4-ol), Cl (HCl), Cl (hydrochloride), ClC(=O)OC1=CC=C(C=C1)OC1=NC=C(C=C1)C(F)(F)F (4-(5-trifluoromethyl-pyridin-2-yloxy)-phenyl chloroformate). Reaction SMILES: [NH:1]1[CH2:6][CH2:5][CH:4]([CH2:7][N:8]2[CH2:13][CH2:12][CH:11]([OH:14])[CH2:10][CH2:9]2)[CH2:3][CH2:2]1.Cl.Cl[C:17]([O:19][C:20]1[CH:25]=[CH:24][C:23]([O:26][C:27]2[CH:32]=[CH:31][C:30]([C:33]([F:36])([F:35])[F:34])=[CH:29][N:28]=2)=[CH:22][CH:21]=1)=[O:18]>ClCCl.CN(C)C=O.C(OCC)(=O)C>[F:35][C:33]([F:34])([F:36])[C:30]1[CH:31]=[CH:32][C:27]([O:26][C:23]2[CH:24]=[CH:25][C:20]([O:19][C:17]([N:1]3[CH2:2][CH2:3][CH:4]([CH2:7][N:8]4[CH2:13][CH2:12][CH:11]([OH:14])[CH2:10][CH2:9]4)[CH2:5][CH2:6]3)=[O:18])=[CH:21][CH:22]=2)=[N:28][CH:29]=1. Procedure details: The title product was prepared from 1-piperidin-4-ylmethyl-piperidine-4-ol (released form the correspondent hydrochloride by a standard procedure) and 4-(5-trifluoromethyl-pyridin-2-yloxy)-phenyl chloroformate, preparative HPLC (method C) (reaction performed in a mixture of dichloromethane and dimethylformamide). 1.7 M HCl in ethyl acetate was added to the pooled fractions containing the title product, and the fractions was evaporated to dryness (92%, white solid. HPLC-MS m/z=(M+1) 480.4, Rt: 2.... Yields the product FC(C=1C=CC(=NC1)OC1=CC=C(C=C1)OC(=O)N1CCC(CC1)CN1CCC(CC1)O)(F)F (4-(4-Hydroxy-piperidin-1-ylmethyl)-piperidine-1-carboxylic acid 4-(5-trifluoromethyl-pyridin-2-yloxy)-phenyl ester). Reactants: [Br-], [Br-], [Br-], ClCCl, O=Cc1cc(F)c(O)cc1F, c1cc[nH+]cc1, c1cc[nH+]cc1, c1cc[nH+]cc1. The product is O=Cc1cc(F)c(O)c(Br)c1F. Reaction SMILES: [Br-:12].[Br-:13].[Br-:14].[Cl:33][CH2:34][Cl:35].[F:1][c:2]1[c:3]([CH:4]=[O:5])[cH:6][c:7]([F:11])[c:8]([OH:10])[cH:9]1.[nH+:15]1[cH:16][cH:17][cH:18][cH:19][cH:20]1.[nH+:21]1[cH:22][cH:23][cH:24][cH:25][cH:26]1.[nH+:27]1[cH:28][cH:29][cH:30][cH:31][cH:32]1>>[F:1][c:2]1[c:3]([CH:4]=[O:5])[cH:6][c:7]([F:11])[c:8]([OH:10])[c:9]1[Br:12]. Reactants: CCOC(C)=O, CN(CCCO)c1nc(Cl)ncc1F, ClCCl, O=C(N=NC(=O)N1CCCCC1)N1CCCCC1, COC(=O)Cn1ccc2cc(O)ccc21, c1ccc(P(c2ccccc2)c2ccccc2)cc1. The product is COC(=O)Cn1ccc2cc(OCCCN(C)c3nc(Cl)ncc3F)ccc21. As a reaction SMILES: [CH3:70][CH2:71][O:72][C:73]([CH3:74])=[O:75].[Cl:1][c:2]1[n:3][cH:4][c:5]([F:14])[c:6]([N:8]([CH2:9][CH2:10][CH2:11][OH:12])[CH3:13])[n:7]1.[Cl:67][CH2:68][Cl:69].[N:49]([C:50]([N:51]1[CH2:52][CH2:53][CH2:54][CH2:55][CH2:56]1)=[O:57])=[N:58][C:59]([N:60]1[CH2:61][CH2:62][CH2:63][CH2:64][CH2:65]1)=[O:66].[OH:15][c:16]1[cH:17][c:18]2[cH:19][cH:20][n:21]([CH2:25][C:26](=[O:27])[O:28][CH3:29])[c:22]2[cH:23][cH:24]1.[c:30]1([P:31]([c:32]2[cH:33][cH:34][cH:35][cH:36][cH:37]2)[c:38]2[cH:39][cH:40][cH:41][cH:42][cH:43]2)[cH:44][cH:45][cH:46][cH:47][cH:48]1>>[Cl:1][c:2]1[n:3][cH:4][c:5]([F:14])[c:6]([N:8]([CH2:9][CH2:10][CH2:11][O:12][c:16]2[cH:17][c:18]3[cH:19][cH:20][n:21]([CH2:25][C:26](=[O:27])[O:28][CH3:29])[c:22]3[cH:23][cH:24]2)[CH3:13])[n:7]1.